Task: describe an organic reaction: reactants, conditions, products, and yield. Dataset: the Open Reaction Database (ORD), a public repository of structured organic reaction records Starting materials: C(C)N1N=CC=2C1=NC1=CC=C(C=C1C2NCC2CCCCC2)OC (1-ethyl-6-methoxy-N-(cyclohexylmethyl)-1H-pyrazolo[3,4-b]quinolin-4-amine), B(Br)(Br)Br (boron tribromide), ClCCCl (1,2-dichloroethane), [OH-].[Na+] (NaOH). Run in O (water). Reaction conditions: time 8 hour. Product: C(C)N1N=CC=2C1=NC1=CC=C(C=C1C2NCC2CCCCC2)O (1-ethyl-6-hydroxy-N-(cyclohexylmethyl)-1H-pyrazolo[3,4-b]quinolin-4-amine). As a reaction SMILES: [CH2:1]([N:3]1[C:7]2=[N:8][C:9]3[C:14]([C:15]([NH:16][CH2:17][CH:18]4[CH2:23][CH2:22][CH2:21][CH2:20][CH2:19]4)=[C:6]2[CH:5]=[N:4]1)=[CH:13][C:12]([O:24]C)=[CH:11][CH:10]=3)[CH3:2].B(Br)(Br)Br.ClCCCl.[OH-].[Na+]>O>[CH2:1]([N:3]1[C:7]2=[N:8][C:9]3[C:14]([C:15]([NH:16][CH2:17][CH:18]4[CH2:23][CH2:22][CH2:21][CH2:20][CH2:19]4)=[C:6]2[CH:5]=[N:4]1)=[CH:13][C:12]([OH:24])=[CH:11][CH:10]=3)[CH3:2] |f:3.4|. Reported procedure: A mixture of 1-ethyl-6-methoxy-N-(cyclohexylmethyl)-1H-pyrazolo[3,4-b]quinolin-4-amine (5.4 g, 0.016 mol), boron tribromide (48 ml, 0.048 mol) and 1,2-dichloroethane (250 ml) was stirred at room temperature overnight. The reaction mixture was stirred with 1 volume of water, made basic with NaOH and the layers were separated. The basic layer was acidified with acetic acid and the yellow precipitate which formed was collected by filtration, washed with water and dried. The product was recrystalliz... Reactants: ClC1=CC(=NC=2N1N=C(N2)CC(=O)OC)C (7-chloro-2-methoxycarbonylmethyl-5-methyl-s-triazolo[1,5-a]pyrimidine), [SH-].[Na+] (sodium hydrosulfide). The solvent is O (water). Reaction conditions: time 1.5 hour. Product: SC1=CC(=NC=2N1N=C(N2)CC(=O)OC)C (7-mercapto-2-methoxycarbonylmethyl-5-methyl-s-triazolo[1,5-a]pyrimidine). The yield is 72.7%. RXN SMILES: Cl[C:2]1[N:7]2[N:8]=[C:9]([CH2:11][C:12]([O:14][CH3:15])=[O:13])[N:10]=[C:6]2[N:5]=[C:4]([CH3:16])[CH:3]=1.[SH-:17].[Na+]>O>[SH:17][C:2]1[N:7]2[N:8]=[C:9]([CH2:11][C:12]([O:14][CH3:15])=[O:13])[N:10]=[C:6]2[N:5]=[C:4]([CH3:16])[CH:3]=1 |f:1.2|. Procedure: The product obtained in Step 4 (2 g) and sodium hydrosulfide (1.22 g) were dissolved in 35 ml of water, the solution was stirred at room temperature for 1.5 hours under a nitrogen stream, and the insoluble matters were filtered off. The filtrate was cooled to 0° C., its pH was lowered to 1-2 with 6N hydrochloric acid, the slurry was stirred at that temperature for 30 minutes, and the crystals thus formed were collected by filtration, washed with 30 ml of water and dried, affording 1.44 g of the ... The reactants are [H-].[Al+3].[Li+].[H-].[H-].[H-] (lithium aluminum hydride), CCOCC (ether), O1C(CC2=C1C=CC=C2)C(C(=O)O)C (2-(2,3-Dihydrobenzofuranyl)-propanoic acid), CCOCC (ether), O (water). Yields the product O1C(CC2=C1C=CC=C2)CCCO (3-(2,3-Dihydro-2-benzofuranyl) propanol). RXN SMILES: [O:1]1[C:5]2[CH:6]=[CH:7][CH:8]=[CH:9][C:4]=2[CH2:3][CH:2]1[CH:10]([CH3:14])C(O)=O.[H-].[Al+3].[Li+].[H-].[H-].[H-].O.C[CH2:23][O:24]CC>>[O:1]1[C:5]2[CH:6]=[CH:7][CH:8]=[CH:9][C:4]=2[CH2:3][CH:2]1[CH2:10][CH2:14][CH2:23][OH:24] |f:1.2.3.4.5.6|. Procedure: 2-(2,3-Dihydrobenzofuranyl)-propanoic acid (10 g) was dissolved in ether (60 mls) added dropwise to a stirred suspension of lithium aluminum hydride (2.0 g) in ether (90 mls). The reaction temperature was maintained below 30° C. whilst under an atmosphere of nitrogen. After 3 hours water was added to destroy excess hydride. The mixture was filtered and the ether layer separated and dried over anhydrous magnesium sulphate. Removal of solvent gave an oil (8.0 g). M/e 178.0984 NMR (CDCl3) (60 MHz) ... The reactants are BrC=1C(=CC(=C(C#N)C1)Cl)OC (5-bromo-2-chloro-4-methoxybenzonitrile), [OH-].[Na+] (NaOH), CCO (EtOH). The solvent is O (water). The product is BrC=1C(=CC(=C(C(=O)O)C1)Cl)OC (5-Bromo-2-chloro-4-methoxybenzoic acid). Reaction SMILES: [Br:1][C:2]1[C:3]([O:11][CH3:12])=[CH:4][C:5]([Cl:10])=C([CH:9]=1)C#N.[OH-:13].[Na+].[CH3:15][CH2:16][OH:17]>O>[Br:1][C:2]1[C:3]([O:11][CH3:12])=[CH:4][C:5]([Cl:10])=[C:15]([CH:9]=1)[C:16]([OH:13])=[O:17] |f:1.2|. Procedure details: A mixture of 5-bromo-2-chloro-4-methoxybenzonitrile (30.7 g, 124 mmol) and NaOH (127 g, 3.11 mol) in EtOH (500 mL) and water (250 mL) was refluxed overnight. After cooling to room temperature, EtOH was removed under reduced pressure. The mixture was diluted with water and neutralized with hydrochloric acid (3.0 N). The resulting solid was filtered and dried in vacuo to give title compound (32.9 g, quantitative) as a white solid. The reactants are Cl, Cl, Cl, O=C(O)c1cc2c(Oc3cccc(F)c3)cccc2[nH]1, NC1CCN(CCN2CCCCCC2)CC1. Yields the product O=C(NC1CCN(CCN2CCCCCC2)CC1)c1cc2c(Oc3cccc(F)c3)cccc2[nH]1. Reaction SMILES: [ClH:21].[ClH:22].[ClH:23].[F:1][c:2]1[cH:3][c:4]([O:5][c:6]2[c:7]3[cH:8][c:9]([C:15](=[O:16])[OH:17])[nH:10][c:11]3[cH:12][cH:13][cH:14]2)[cH:18][cH:19][cH:20]1.[N:24]1([CH2:31][CH2:32][N:33]2[CH2:34][CH2:35][CH:36]([NH2:39])[CH2:37][CH2:38]2)[CH2:25][CH2:26][CH2:27][CH2:28][CH2:29][CH2:30]1>>[F:1][c:2]1[cH:3][c:4]([O:5][c:6]2[c:7]3[cH:8][c:9]([C:15](=[O:17])[NH:39][CH:36]4[CH2:35][CH2:34][N:33]([CH2:32][CH2:31][N:24]5[CH2:25][CH2:26][CH2:27][CH2:28][CH2:29][CH2:30]5)[CH2:38][CH2:37]4)[nH:10][c:11]3[cH:12][cH:13][cH:14]2)[cH:18][cH:19][cH:20]1.